This data is from the Open Reaction Database (ORD), a public repository of structured organic reaction records. The task is: describe an organic reaction: reactants, conditions, products, and yield Reactants: Cl(=O)(=O)(=O)O.N1CCCC1 (pyrrolidine perchlorate), N1C(=CC=C1)C=O (pyrrole-2-carboxaldehyde), C1=CC=CC=C1 (benzene), C(C)(=O)OCC (ethyl acetate). Solvent: O (water), O (water). Product: Cl(=O)(=O)(=O)[O-].N1C(=CC=C1)C=[N+]1CCCC1 (1-(pyrrol- 2-ylmethylene)-pyrrolidinium perchlorate). Reaction SMILES: [Cl:1]([OH:5])(=[O:4])(=[O:3])=[O:2].[NH:6]1[CH2:10][CH2:9][CH2:8][CH2:7]1.C1C=CC=CC=1.C(OCC)(=O)C.[NH:23]1[CH:27]=[CH:26][CH:25]=[C:24]1[CH:28]=O>O>[Cl:1]([O-:5])(=[O:4])(=[O:3])=[O:2].[NH:23]1[CH:27]=[CH:26][CH:25]=[C:24]1[CH:28]=[N+:6]1[CH2:10][CH2:9][CH2:8][CH2:7]1 |f:0.1,6.7|. Procedure details: A suspension of 237.0 g. (1.38 mole) of pyrrolidine perchlorate in 500 ml. of benzene and 500 ml. of ethyl acetate is stirred and refluxed with water separation for 1 hr., then cooled to room temperature. 131.2 g. (1.38 mole) pyrrole-2-carboxaldehyde is added and the reaction mixture is stirred and refluxed with water separation for 6 hrs. After the whole has been cooled in an ice bath, the solvent is decanted from the solid product, and the product is recrystalllized from 1:1 acetonitrile/ether...